This data is from the Open Reaction Database (ORD), a public repository of structured organic reaction records. The task is: describe an organic reaction: reactants, conditions, products, and yield Reactants: CC(C)=O, CN(C)C1CCNC1, [K+], N#C[S-]. The product is CN(C)C1CCN(C(N)=S)C1. RXN SMILES: [CH3:13][C:14](=[O:15])[CH3:16].[CH3:5][N:6]([CH:7]1[CH2:8][NH:9][CH2:10][CH2:11]1)[CH3:12].[K+:1].[S-:2][C:3]#[N:4]>>[S:2]=[C:3]([NH2:4])[N:9]1[CH2:8][CH:7]([N:6]([CH3:5])[CH3:12])[CH2:11][CH2:10]1. Starting materials: N(=O)[O-].[Na+] (sodium nitrite), C(C)C=1C(=NC(=C(N1)C1=C(C=C(C=C1)OC(F)(F)F)OC)OC)N (3-ethyl-6-methoxy-5-[2-methoxy-4-(trifluoromethoxy)phenyl]pyrazin-2ylamine), Br (hydrogen bromide). The reagents and catalysts are [Cu](Br)Br (copper bromide). The solvent is O (water). Product: BrC=1N=C(C(=NC1CC)C1=C(C=C(OC(F)(F)F)C=C1)OC)OC ([4-(5-bromo-6-ethyl-3-methoxypyrazin-2yl)-3-methoxyphenoxy]trifluoromethane). Reaction SMILES: N([O-])=O.[Na+].[CH2:5]([C:7]1[C:8](N)=[N:9][C:10]([O:26][CH3:27])=[C:11]([C:13]2[CH:18]=[CH:17][C:16]([O:19][C:20]([F:23])([F:22])[F:21])=[CH:15][C:14]=2[O:24][CH3:25])[N:12]=1)[CH3:6].[BrH:29]>O.[Cu](Br)Br>[Br:29][C:8]1[N:9]=[C:10]([O:26][CH3:27])[C:11]([C:13]2[CH:18]=[CH:17][C:16]([O:19][C:20]([F:23])([F:22])[F:21])=[CH:15][C:14]=2[O:24][CH3:25])=[N:12][C:7]=1[CH2:5][CH3:6] |f:0.1|. Procedure: A solution of sodium nitrite (21 mg, 0.3 mmol) in water (1 mL) is added to a stirred solution of 3-ethyl-6-methoxy-5-[2-methoxy-4-(trifluoromethoxy)phenyl]pyrazin-2ylamine (86 mg, 0.25 mmol) in 48% hydrogen bromide (0.3 mL) at 0 C. After 1.5 hours copper bromide (43 mg, 0.3 mmol) is added and the mixture heated to 70 C for 1 hour. The mixture is cooled to room temperature and extracted with ether. The extracts are dried (sodium sulfate), filtered and concentrated to give [4-(5-bromo-6-ethyl-3-me... The reactants are CN(S(=O)(=O)CCC1=CC(=C(C=C1)N)Br)C (2-(4-Amino-3-bromo-phenyl)-ethanesulfonic acid dimethylamide), C(=O)([O-])[O-].[Na+].[Na+] (Na2CO3), CC1(CC=C(CC1)B1OC(C(O1)(C)C)(C)C)C (2-(4,4-dimethyl-cyclohex-1-enyl)-4,4,5,5-tetramethyl-[1,3,2]dioxaborolane). Reagents/catalysts: C=1C=CC(=CC1)[P](C=2C=CC=CC2)(C=3C=CC=CC3)[Pd]([P](C=4C=CC=CC4)(C=5C=CC=CC5)C=6C=CC=CC6)([P](C=7C=CC=CC7)(C=8C=CC=CC8)C=9C=CC=CC9)[P](C=1C=CC=CC1)(C=1C=CC=CC1)C=1C=CC=CC1 (Pd(PPh3)4). Solvent: C1(=CC=CC=C1)C (toluene), CCO (EtOH), CCOC(=O)C (EtOAc). Run at temperature 80 celsius. The product is CN(S(=O)(=O)CCC1=CC(=C(C=C1)N)C1=CCC(CC1)(C)C)C (2-[4-Amino-3-(4,4-dimethyl-cyclohex-1-enyl)-phenyl]-ethanesulfonic acid dimethylamide). Isolated yield 41.2%. As a reaction SMILES: [CH3:1][N:2]([CH3:16])[S:3]([CH2:6][CH2:7][C:8]1[CH:13]=[CH:12][C:11]([NH2:14])=[C:10](Br)[CH:9]=1)(=[O:5])=[O:4].C([O-])([O-])=O.[Na+].[Na+].[CH3:23][C:24]1([CH3:39])[CH2:29][CH2:28][C:27](B2OC(C)(C)C(C)(C)O2)=[CH:26][CH2:25]1>C1(C)C=CC=CC=1.CCO.CCOC(C)=O.C1C=CC([P]([Pd]([P](C2C=CC=CC=2)(C2C=CC=CC=2)C2C=CC=CC=2)([P](C2C=CC=CC=2)(C2C=CC=CC=2)C2C=CC=CC=2)[P](C2C=CC=CC=2)(C2C=CC=CC=2)C2C=CC=CC=2)(C2C=CC=CC=2)C2C=CC=CC=2)=CC=1>[CH3:1][N:2]([CH3:16])[S:3]([CH2:6][CH2:7][C:8]1[CH:13]=[CH:12][C:11]([NH2:14])=[C:10]([C:27]2[CH2:28][CH2:29][C:24]([CH3:39])([CH3:23])[CH2:25][CH:26]=2)[CH:9]=1)(=[O:5])=[O:4] |f:1.2.3,^1:59,61,80,99|. Reported procedure: A solution of 477 mg (1.55 mmol) of 2-(4-amino-3-bromo-phenyl)-ethanesulfonic acid dimethylamide (as prepared in Example 28, step (c)) in toluene (13 mL) and EtOH (6.5 mL) was treated with 6.21 mL (12.4 mmol) of 2.0 M aqueous Na2CO3 and 403 mg (1.71 mmol) of 2-(4,4-dimethyl-cyclohex-1-enyl)-4,4,5,5-tetramethyl-[1,3,2]dioxaborolane. The mixture was degassed via sonication, placed under Ar, treated with 179 mg (0.155 mmol) of Pd(PPh3)4 and heated to 80° C. for 18 h. The mixture was cooled to RT, d... The reactants are compound, ClC1=C(C=CC(=C1)Cl)C1=CC2=C(N(C3=CC=C(C=C23)C(CC#N)=O)C)N(C1=O)C (3-[3-(2,4-dichlorophenyl)-1,9-dimethyl-2-oxo-2,9-dihydro-1H-pyrido[2,3-b]indol-6-yl]-3-oxopropionitrile), C(C)(=O)[O-].[Na+] (sodium acetate), Cl.O[NH-] (hydroxylamide hydrochloride). Run in C(Cl)Cl (CH2Cl2), CO (MeOH). Conditions: temperature 50 celsius, time 24 hour. Product: NC1=CC(=NO1)C=1C=C2C3=C(N(C2=CC1)C)N(C(C(=C3)C3=C(C=C(C=C3)Cl)Cl)=O)C (6-(5-Aminoisoxazol-3-yl)-3-(2,4-dichlorophenyl)-1,9-dimethyl-1,9-dihydropyrido[2,3-b]indol-2-one). Reaction SMILES: [Cl:1][C:2]1[CH:7]=[C:6]([Cl:8])[CH:5]=[CH:4][C:3]=1[C:9]1[C:27](=[O:28])[N:26]([CH3:29])[C:12]2[N:13]([CH3:25])[C:14]3[C:19]([C:11]=2[CH:10]=1)=[CH:18][C:17]([C:20](=O)[CH2:21][C:22]#[N:23])=[CH:16][CH:15]=3.C([O-])(=O)C.[Na+].Cl.[OH:36][NH-:37]>C(Cl)Cl.CO>[NH2:23][C:22]1[O:36][N:37]=[C:20]([C:17]2[CH:18]=[C:19]3[C:14](=[CH:15][CH:16]=2)[N:13]([CH3:25])[C:12]2[N:26]([CH3:29])[C:27](=[O:28])[C:9]([C:3]4[CH:4]=[CH:5][C:6]([Cl:8])=[CH:7][C:2]=4[Cl:1])=[CH:10][C:11]3=2)[CH:21]=1 |f:1.2,3.4|. Reported procedure: A solution containing 300 mg (0.707 mmol) of compound 3-[3-(2,4-dichlorophenyl)-1,9-dimethyl-2-oxo-2,9-dihydro-1H-pyrido[2,3-b]indol-6-yl]-3-oxopropionitrile from Example 20A, 238 mg (2.9 mmol) of sodium acetate and 152 mg (2.2 mmol) of hydroxylamide hydrochloride in 4 ml of CH2Cl2 and 4 ml of MeOH is stirred at 50° C. for 24 h and then at ambient temperature for 18 h. The reaction medium is concentrated by adsorbing it onto silica, and purification is carried out on a silica column, elution bei... Starting materials: [N+](=O)([O-])C1=CC=CC2=C1NC(CO2)(C(=O)N)C2=NC=CC=C2 (5-Nitro-3-pyridin-2-yl-3,4-dihydro-2H-1,4-benzoxazine-3-carboxamide), [H][H] (hydrogen). Reagents/catalysts: [Pd] (palladium). Solvent: CO (methanol). Conditions: time 2 hour. Product: NC1=CC=CC2=C1NC(CO2)(C(=O)N)C2=NC=CC=C2 (5-amino-3-pyridin-2-yl-3,4-dihydro-2H-1,4-benzoxazine-3-carboxamide). Reaction SMILES: [N+:1]([C:4]1[C:9]2[NH:10][C:11]([C:17]3[CH:22]=[CH:21][CH:20]=[CH:19][N:18]=3)([C:14]([NH2:16])=[O:15])[CH2:12][O:13][C:8]=2[CH:7]=[CH:6][CH:5]=1)([O-])=O.[H][H]>CO.[Pd]>[NH2:1][C:4]1[C:9]2[NH:10][C:11]([C:17]3[CH:22]=[CH:21][CH:20]=[CH:19][N:18]=3)([C:14]([NH2:16])=[O:15])[CH2:12][O:13][C:8]=2[CH:7]=[CH:6][CH:5]=1. Reported procedure: 5-Nitro-3-pyridin-2-yl-3,4-dihydro-2H-1,4-benzoxazine-3-carboxamide (0.040 g, 0.13 mmol) was dissolved in methanol (5 mL) in a Parr bottle and degassed with nitrogen, followed by addition of palladium (10% on carbon) (20 mg, 0.2 mmol). The reaction vessel was charged to 50 PSI with hydrogen and shaken for 2 h. The reaction mixture was then filtered and concentrated to give crude 5-amino-3-pyridin-2-yl-3,4-dihydro-2H-1,4-benzoxazine-3-carboxamide as a glass (0.040 g. 100%). LCMS calculated for C1...